Dataset: the Open Reaction Database (ORD), a public repository of structured organic reaction records. Task: describe an organic reaction: reactants, conditions, products, and yield The reactants are CN[C@@H]1C[C@H]2O[C@@](C)([C@@H]1OC)n1c3ccccc3c3c4c(c5c6ccccc6n2c5c31)C(=O)NC4 (staurosporine), Cc1cccc(c1)n2ccnc2C=O. The reagents and catalysts are CC(C)[O-].CC(C)[O-].CC(C)[O-].CC(C)[O-].[Ti+4] (Ti(OiPr)4), CC(=O)O (acetic acid), CC(=O)O[BH-](OC(C)=O)OC(C)=O.[Na+] (Sodium triacetoxyborohydride). Run in CN1CCCC1=O (NMP), CN1CCCC1=O (NMP), CN1CCCC1=O (NMP), CN1CCCC1=O (NMP), CN1CCCC1=O (NMP), CN1CCCC1=O (NMP), CN1CCCC1=O (NMP). Conditions: temperature 22 celsius, time 18 hour. The product is CO[C@@H]1[C@@H](C[C@H]2O[C@]1(C)n3c4ccccc4c5c6CNC(=O)c6c7c8ccccc8n2c7c35)N(C)Cc9nccn9c%10cccc(C)c%10, CN[C@@H]1C[C@H]2O[C@@](C)([C@@H]1OC)n1c3ccccc3c3c4c(c5c6ccccc6n2c5c31)C(=O)NC4 (Staurosporine), Cc1cccc(c1)n2ccnc2C=O. The reactants are NC1=C(C(=O)N2[C@](CCC2)(C(=O)O)C)C(=CC=C1)[N+](=O)[O-] ((R)-1-(2-amino-6-nitro-benzoyl)-2-methyl-pyrrolidine-2-carboxylic acid), [H][H] (hydrogen). The reagents and catalysts are [Pd] (palladium on charcoal). Solvent: CO (methanol). The product is NC1=C(C(=O)N2[C@](CCC2)(C(=O)O)C)C(=CC=C1)N ((R)-1-(2,6-diamino-benzoyl)-2-methyl-pyrrolidine-2-carboxylic acid). RXN SMILES: [NH2:1][C:2]1[CH:18]=[CH:17][CH:16]=[C:15]([N+:19]([O-])=O)[C:3]=1[C:4]([N:6]1[CH2:10][CH2:9][CH2:8][C@:7]1([CH3:14])[C:11]([OH:13])=[O:12])=[O:5].[H][H]>CO.[Pd]>[NH2:1][C:2]1[CH:18]=[CH:17][CH:16]=[C:15]([NH2:19])[C:3]=1[C:4]([N:6]1[CH2:10][CH2:9][CH2:8][C@:7]1([CH3:14])[C:11]([OH:13])=[O:12])=[O:5]. Reported procedure: 366 mg (1.25 mmol) (R)-1-(2-amino-6-nitro-benzoyl)-2-methyl-pyrrolidine-2-carboxylic acid are dissolved in 50 mL methanol and combined with 40 mg palladium on charcoal (10% Pd). The reaction mixture is hydrogenated for 9 h at 5 bar hydrogen pressure and at 25° C. Then the catalyst is filtered off, the solvent is eliminated in vacuo and the crude product is purified by chromatography. The carrier material used is C18-RP-silica gel and a gradient is run through which consists of 95% water and 5% a... Starting materials: COC1=CC=CC=2N=C(SC21)C (7-Methoxy-2-methyl-benzothiazole), Cl.N1=CC=CC=C1 (pyridine hydrochloride), C(=O)(O)[O-].[Na+] (NaHCO3). Solvent: O (Water). Conditions: temperature 165 celsius. The product is CC=1SC2=C(N1)C=CC=C2O (2-methyl-benzothiazol-7-ol). RXN SMILES: C[O:2][C:3]1[C:11]2[S:10][C:9]([CH3:12])=[N:8][C:7]=2[CH:6]=[CH:5][CH:4]=1.Cl.N1C=CC=CC=1.C([O-])(O)=O.[Na+]>O>[CH3:12][C:9]1[S:10][C:11]2[C:3]([OH:2])=[CH:4][CH:5]=[CH:6][C:7]=2[N:8]=1 |f:1.2,3.4|. Procedure details: 7-Methoxy-2-methyl-benzothiazole (400 mg, 2.23 mmol) was mechanically mixed with solid pyridine hydrochloride (6.00 g, 52 mmol) and then heated to 160-170° C. in a sealed vessel for 16 hours. Water (40 mL) was added to the warm mixture, the pH was adjusted to neutrality with NaHCO3 and the mixture was extracted with 1:1 CHCl2 /CHCl3 (4×10 mL). The pooled organic extracts were dried over MgSO4, filtered, and concentrated in vacuo to provide 2-methyl-benzothiazol-7-ol as a waxy yellow solid. (260 ... Reactants: FC1=C(C(=CC(=C1F)F)F)CO ((2,3,4,6-Tetrafluorophenyl)methanol), I(=O)(=O)(=O)[O-].[Na+] (sodium periodate), CC#N (MeCN), O (water). Reagents/catalysts: [Ru](Cl)(Cl)Cl (ruthenium (III) chloride). The solvent is C(Cl)(Cl)(Cl)Cl (carbon tetrachloride). Conditions: time 6 hour. Yields the product FC1=C(C(=O)O)C(=CC(=C1F)F)F (2,3,4,6-Tetrafluorobenzoic acid). Yield: 99.0%. As a reaction SMILES: [F:1][C:2]1[C:7]([F:8])=[C:6]([F:9])[CH:5]=[C:4]([F:10])[C:3]=1[CH2:11][OH:12].I([O-])(=O)(=O)=[O:14].[Na+].CC#N.O>[Ru](Cl)(Cl)Cl.C(Cl)(Cl)(Cl)Cl>[F:1][C:2]1[C:7]([F:8])=[C:6]([F:9])[CH:5]=[C:4]([F:10])[C:3]=1[C:11]([OH:14])=[O:12] |f:1.2|. Reported procedure: (2,3,4,6-Tetrafluorophenyl)methanol (1.50 g, 8.33 mmol), sodium periodate (8.91 g, 41.6 mmol) and ruthenium (III) chloride (345 mg, 1.67 mmol) was added to a mixture of MeCN (20 mL), water (10 mL) and carbon tetrachloride (20 mL). The reaction was stirred at room temperature for 6 hours, then filtered through arbocel (eluting with EtOAc) and the filtrate evaporated in vacuo. The resulting residue was purified by silica gel chromatography eluting with EtOAc to afford the title compound as a colou... The reactants are C=C(CCl)CCl (methallyl dichloride), Cl (hydrochloric acid), BrC1=CC=C(C=C1)C(C)(C)C (p-bromo-(t-butyl)benzene), [Mg] (magnesium), II (iodine). The solvent is C(C)OCC (diethyl ether), C(C)OCC (diethyl ether), C(C)OCC (diethyl ether). The product is C(C)(C)(C)C1=CC=C(C=C1)CC(CCl)=C (2-[(p-t-butylphenyl)methyl]-2-propenyl chloride). Yield: 44.9%. Reaction SMILES: Br[C:2]1[CH:7]=[CH:6][C:5]([C:8]([CH3:11])([CH3:10])[CH3:9])=[CH:4][CH:3]=1.[Mg].II.[CH2:15]=[C:16]([CH2:19]Cl)[CH2:17][Cl:18].Cl>C(OCC)C>[C:8]([C:5]1[CH:6]=[CH:7][C:2]([CH2:19][C:16](=[CH2:15])[CH2:17][Cl:18])=[CH:3][CH:4]=1)([CH3:11])([CH3:10])[CH3:9]. Reported procedure: A solution of p-bromo-(t-butyl)benzene (21.3 g., 0.10 mole) in dry diethyl ether (100 ml.) was added dropwise to a mixture of magnesium turnings (2.4 g.), a single iodine crystal and dry diethyl ether (50 ml.). The mixture was allowed to react at ambient temperature for two hours. The resultant Grignard solution was transferred to a dry dropping funnel and added dropwise to a solution of methallyl dichloride (13 8 g., 0.11 mole) in dry diethyl ether (50 ml.). After complete addition of the Grign... Starting materials: CC(=CBr)c1ccc(Cl)cc1Cl, CN1CCc2[nH]c3ccc(Cl)cc3c2CC1, [Cu]I, CN(C)C=O, O=C(O)C1CCCN1. The product is CC(=Cn1c2c(c3cc(Cl)ccc31)CCN(C)CC2)c1ccc(Cl)cc1Cl. RXN SMILES: [Br:17][CH:18]=[C:19]([CH3:20])[c:21]1[c:22]([Cl:28])[cH:23][c:24]([Cl:27])[cH:25][cH:26]1.[Cl:1][c:2]1[cH:3][c:4]2[c:5]3[c:6]([nH:7][c:8]2[cH:9][cH:10]1)[CH2:11][CH2:12][N:13]([CH3:16])[CH2:14][CH2:15]3.[Cu:42][I:43].[O:37]=[CH:38][N:39]([CH3:40])[CH3:41].[OH:29][C:30]([CH:31]1[NH:32][CH2:33][CH2:34][CH2:35]1)=[O:36]>>[Cl:1][c:2]1[cH:3][c:4]2[c:5]3[c:6]([n:7]([CH:18]=[C:19]([CH3:20])[c:21]4[c:22]([Cl:28])[cH:23][c:24]([Cl:27])[cH:25][cH:26]4)[c:8]2[cH:9][cH:10]1)[CH2:11][CH2:12][N:13]([CH3:16])[CH2:14][CH2:15]3.